describe an organic reaction: reactants, conditions, products, and yield From a dataset of the Open Reaction Database (ORD), a public repository of structured organic reaction records. The reactants are N(C1=CC=CC=C1)CCCCS(=O)(=O)O (4-Anilino-1-butanesulfonic acid), [OH-].[Na+] (sodium hydroxide). Solvent: O (water). Yields the product [Na+].N(C1=CC=CC=C1)CCCCS(=O)(=O)[O-] (4-anilino-1-butanesulfonic acid sodium salt). Isolated yield 92.0%. RXN SMILES: [NH:1]([CH2:8][CH2:9][CH2:10][CH2:11][S:12]([OH:15])(=[O:14])=[O:13])[C:2]1[CH:7]=[CH:6][CH:5]=[CH:4][CH:3]=1.[OH-].[Na+:17]>O>[Na+:17].[NH:1]([CH2:8][CH2:9][CH2:10][CH2:11][S:12]([O-:15])(=[O:13])=[O:14])[C:2]1[CH:3]=[CH:4][CH:5]=[CH:6][CH:7]=1 |f:1.2,4.5|. Reported procedure: A solution of butanesultone (27.2 g, 0.2 mol) and aniline (46.5 g, 0.5 mol) in ethanol is heated under reflux for 4 hr. and cooled to room temperature to precipitate a white solid. The precipitates are filtered and recrystallized in ethanol to obtain 4-anilino-1-butanesulfonic acid (42.2 g, 90%) as white crystals. 4-Anilino-1-butanesulfonic acid (10 g) is dissolved in water and neutralized by sodium hydroxide. The neutral solution is concentrated under reduced pressure to give white solids. The ... Reactants: N(=NC(=O)OCC)C(=O)OCC (diethyl azodicarboxylate), O[C@H]1[C@@H]([C@H](OC1)C=1C=NC=CC1)CC\C=C/CCC(=O)OC (methyl (Z)-(2S,3S,4S)-7-[4-hydroxy-2-(3-pyridyl)-tetrahydrofuran-3-yl]-4-heptenoate), C1(=CC=CC=C1)P(C1=CC=CC=C1)C1=CC=CC=C1 (triphenylphosphine), C(=O)O (formic acid). The solvent is O1CCCC1 (tetrahydrofurane). Conditions: temperature 10 celsius, time 8 hour. The product is O[C@@H]1[C@@H]([C@H](OC1)C=1C=NC=CC1)CC\C=C/CCC(=O)OC (methyl (Z)-(2S,3S,4R)-7-[4-hydroxy-2-(3-pyridyl)-tetrahydrofuran-3-yl]-4-heptenoate). The yield is 97.7%. RXN SMILES: [OH:1][C@@H:2]1[CH2:6][O:5][C@H:4]([C:7]2[CH:8]=[N:9][CH:10]=[CH:11][CH:12]=2)[C@H:3]1[CH2:13][CH2:14]/[CH:15]=[CH:16]\[CH2:17][CH2:18][C:19]([O:21][CH3:22])=[O:20].C1(P(C2C=CC=CC=2)C2C=CC=CC=2)C=CC=CC=1.C(O)=O.N(C(OCC)=O)=NC(OCC)=O>O1CCCC1>[OH:1][C@H:2]1[CH2:6][O:5][C@H:4]([C:7]2[CH:8]=[N:9][CH:10]=[CH:11][CH:12]=2)[C@H:3]1[CH2:13][CH2:14]/[CH:15]=[CH:16]\[CH2:17][CH2:18][C:19]([O:21][CH3:22])=[O:20]. Procedure: To a solution of 12.97 g (0.0425 mol) of methyl (Z)-(2S,3S,4S)-7-[4-hydroxy-2-(3-pyridyl)-tetrahydrofuran-3-yl]-4-heptenoate, 26.57 g (0.101 mol) of triphenylphosphine and 3.32 g (2.72 mL, 0.069 mol) of 95% formic acid in 130 ml of tetrahydrofurane is added dropwise with stirring under argon at 10° C. 17.63 g (15.94 ml, 0.101 mol) of diethyl azodicarboxylate over a period of 10 min. The mixture is stirred at room temperature for one h and evaporated. The residue is triturated with ether and the ...